Task: describe an organic reaction: reactants, conditions, products, and yield. Dataset: the Open Reaction Database (ORD), a public repository of structured organic reaction records Reactants: CC(C)c1ccc(N(Cc2ccc(OCc3ccccc3)cc2)C(=O)Nc2c(C(C)C)cccc2C(C)C)cc1, CO, O=C[O-], [NH4+]. Yields the product CC(C)c1ccc(N(Cc2ccc(O)cc2)C(=O)Nc2c(C(C)C)cccc2C(C)C)cc1. Reaction SMILES: [CH2:1]([c:2]1[cH:3][cH:4][cH:5][cH:6][cH:7]1)[O:8][c:9]1[cH:10][cH:11][c:12]([CH2:15][N:16]([C:17](=[O:18])[NH:19][c:20]2[c:21]([CH:29]([CH3:30])[CH3:31])[cH:22][cH:23][cH:24][c:25]2[CH:26]([CH3:27])[CH3:28])[c:32]2[cH:33][cH:34][c:35]([CH:38]([CH3:39])[CH3:40])[cH:36][cH:37]2)[cH:13][cH:14]1.[CH3:45][OH:46].[CH:41]([O-:42])=[O:43].[NH4+:44]>>[OH:8][c:9]1[cH:10][cH:11][c:12]([CH2:15][N:16]([C:17](=[O:18])[NH:19][c:20]2[c:21]([CH:29]([CH3:30])[CH3:31])[cH:22][cH:23][cH:24][c:25]2[CH:26]([CH3:27])[CH3:28])[c:32]2[cH:33][cH:34][c:35]([CH:38]([CH3:39])[CH3:40])[cH:36][cH:37]2)[cH:13][cH:14]1. The reactants are COC1=C(C=CC(=C1)C=O)O (vaniline), [H-].[Na+] (NaH), FC(S(=O)(=O)OCC(F)(F)F)(F)F (2,2,2-Trifluoroethyl trifluoromethanesulfonate), O (water). Solvent: CN(C)C=O (DMF). Reaction conditions: time 30 minute. The product is objective compound, COC=1C=C(C=O)C=CC1OCC(F)(F)F (3-methoxy-4-(2,2,2-trifluoroethoxy)benzaldehyde). The yield is 98.2%. As a reaction SMILES: [CH3:1][O:2][C:3]1[CH:8]=[C:7]([CH:9]=[O:10])[CH:6]=[CH:5][C:4]=1[OH:11].[H-].[Na+].FC(F)(F)S(O[CH2:20][C:21]([F:24])([F:23])[F:22])(=O)=O.O>CN(C=O)C>[CH3:1][O:2][C:3]1[CH:8]=[C:7]([CH:6]=[CH:5][C:4]=1[O:11][CH2:20][C:21]([F:24])([F:23])[F:22])[CH:9]=[O:10] |f:1.2|. Procedure: To a solution of 3.96 g of vaniline (e-1) (26.0 mmol) in 26 ml of dry DMF was added 1.04 g of 60% NaH (26.0 mmol) slowly, and the mixture was stirred for 30 min. in a stream of nitrogen. 2,2,2-Trifluoroethyl trifluoromethanesulfonate (6.64 g: 28.6 mmol) was added dropwise to the mixture and stirred overnight at room temperature. The reaction solution was poured into water and extracted with ether. The ether layer was washed with water, dried over anhydrous sodium sulfate and concentrated under r... Reactants: C1(=CC=CC=C1)CC(=O)C1=CC=C(C=C1)C (2-phenyl-1-p-tolylethanone), CC(C)(C)[O-].[K+] (KOtBu), C(=S)=S (CS2), BrCBr (dibromomethane). The solvent is C1CCOC1 (THF). Reaction conditions: temperature 25 celsius, time 12 hour. The product is S1C(SC1)=C(C(=O)C1=CC=C(C=C1)C)C1=CC=CC=C1 (2-(1,3-Dithietan-2-ylidene)-2-phenyl-1-p-tolylethanone). As a reaction SMILES: [C:1]1([CH2:7][C:8]([C:10]2[CH:15]=[CH:14][C:13]([CH3:16])=[CH:12][CH:11]=2)=[O:9])[CH:6]=[CH:5][CH:4]=[CH:3][CH:2]=1.CC([O-])(C)C.[K+].[C:23](=[S:25])=[S:24].Br[CH2:27]Br>C1COCC1>[S:24]1[CH2:27][S:25][C:23]1=[C:7]([C:1]1[CH:2]=[CH:3][CH:4]=[CH:5][CH:6]=1)[C:8]([C:10]1[CH:15]=[CH:14][C:13]([CH3:16])=[CH:12][CH:11]=1)=[O:9] |f:1.2|. Procedure: To a solution of 2-phenyl-1-p-tolylethanone (3.00 g, 14.27 mmol) in THF (50.0 mL) was added KOtBu (30.0 mL, 30.0 mmol), CS2 (0.862 mL, 14.27 mmol) and dibromomethane (0.994 mL, 14.27 mmol). The reaction was stirred at 25° C. for 12 h, quenched with water (40.0 mL) and extracted with EtOAc (3×50.0 mL). The combined organics were dried over MgSO4, filtered, and concentrated to give the title compound as a brown oil without further purification. LCMS m/z=299.2 [M+H]+. The product is CN(C)S(=O)(=O)c1cn(C(CC2CCCC2)C(=O)Nc2ccc(C(=O)OCc3ccccc3)cn2)cn1. Reactants: CN(C)S(=O)(=O)c1cn(C(CC2CCCC2)C(=O)Cl)cn1, ClCCl, Nc1ccc(C(=O)OCc2ccccc2)cn1, c1ccncc1. RXN SMILES: [CH:1]1([CH2:6][CH:7]([C:8](=[O:9])[Cl:10])[n:11]2[cH:12][n:13][c:14]([S:16]([N:17]([CH3:18])[CH3:19])(=[O:20])=[O:21])[cH:15]2)[CH2:2][CH2:3][CH2:4][CH2:5]1.[Cl:45][CH2:46][Cl:47].[NH2:22][c:23]1[n:24][cH:25][c:26]([C:27](=[O:28])[O:29][CH2:30][c:31]2[cH:32][cH:33][cH:34][cH:35][cH:36]2)[cH:37][cH:38]1.[cH:39]1[cH:40][cH:41][n:42][cH:43][cH:44]1>>[CH:1]1([CH2:6][CH:7]([C:8](=[O:9])[NH:22][c:23]2[n:24][cH:25][c:26]([C:27](=[O:28])[O:29][CH2:30][c:31]3[cH:32][cH:33][cH:34][cH:35][cH:36]3)[cH:37][cH:38]2)[n:11]2[cH:12][n:13][c:14]([S:16]([N:17]([CH3:18])[CH3:19])(=[O:20])=[O:21])[cH:15]2)[CH2:2][CH2:3][CH2:4][CH2:5]1.